Dataset: the Open Reaction Database (ORD), a public repository of structured organic reaction records. Task: describe an organic reaction: reactants, conditions, products, and yield Starting materials: CCOC(=O)CC(Cl)(c1ccccc1)c1ccccc1, CC#N, c1c[nH]cn1. Product: CCOC(=O)CC(c1ccccc1)(c1ccccc1)c1ncc[nH]1. Reaction SMILES: [CH2:1]([CH3:2])[O:3][C:4]([CH2:5][C:6]([c:7]1[cH:8][cH:9][cH:10][cH:11][cH:12]1)([c:13]1[cH:14][cH:15][cH:16][cH:17][cH:18]1)[Cl:19])=[O:20].[CH3:26][C:27]#[N:28].[nH:21]1[cH:22][n:23][cH:24][cH:25]1>>[CH2:1]([CH3:2])[O:3][C:4]([CH2:5][C:6]([c:7]1[cH:8][cH:9][cH:10][cH:11][cH:12]1)([c:13]1[cH:14][cH:15][cH:16][cH:17][cH:18]1)[c:22]1[nH:21][cH:25][cH:24][n:23]1)=[O:20]. Reactants: ice water, [N+](=O)([O-])C1=CC=C(C=C1)O (4-nitrophenol), ICC(=O)N (iodoacetamide), C([O-])([O-])=O.[K+].[K+] (potassium carbonate). Run in CN(C=O)C (dimethylformamide). Run at temperature 50 celsius, time 15 hour. Yields the product [N+](=O)([O-])C1=CC=C(OCC(=O)N)C=C1 (4-Nitrophenoxyacetamide). Yield: 74.7%. Reaction SMILES: [N+:1]([C:4]1[CH:9]=[CH:8][C:7]([OH:10])=[CH:6][CH:5]=1)([O-:3])=[O:2].I[CH2:12][C:13]([NH2:15])=[O:14].C(=O)([O-])[O-].[K+].[K+]>CN(C)C=O>[N+:1]([C:4]1[CH:9]=[CH:8][C:7]([O:10][CH2:12][C:13]([NH2:15])=[O:14])=[CH:6][CH:5]=1)([O-:3])=[O:2] |f:2.3.4|. Reported procedure: A mixture of 4-nitrophenol (7.5 g), iodoacetamide (10 g), potassium carbonate (7.5 g) and dimethylformamide (50 ml) was stirred at 50° C. for 15 hours. The mixture was poured into ice-water, and extracted with ethyl acetate. The extract was washed with water and saturated aqueous sodium chloride, and dried over anhydrous magnesium sulfate, and then concentrated under reduced pressure. The residue was recrystallized from acetone-diisopropyl ether to give the desired compound (7.9 g) as colorless ... The reactants are COC(CC1=CC2=CC=C(C=C2C(=C1C)C1CCNCC1)F)=O ((6-fluoro-3-methyl-4-piperidin-4-yl-naphthalen-2-yl)-acetic acid methyl ester), ClC1=C(C(=O)Cl)C=CC(=C1)Cl (2,4-dichlorobenzoyl chloride), C(C)(C)N(C(C)C)CC (N,N-diisopropylethylamine). Solvent: O (water), [Cl-].[Na+].O (brine), ClCCl (dichloromethane). Reaction conditions: time 15 hour. Product: COC(CC1=CC2=CC=C(C=C2C(=C1C)C1CCN(CC1)C(C1=C(C=C(C=C1)Cl)Cl)=O)F)=O ({4-[1-(2,4-dichloro-benzoyl)-piperidin-4-yl]-6-fluoro-3-methyl-naphthalen-2-yl}-acetic acid methyl ester). Yield: 64.9%. As a reaction SMILES: [CH3:1][O:2][C:3](=[O:23])[CH2:4][C:5]1[C:14]([CH3:15])=[C:13]([CH:16]2[CH2:21][CH2:20][NH:19][CH2:18][CH2:17]2)[C:12]2[C:7](=[CH:8][CH:9]=[C:10]([F:22])[CH:11]=2)[CH:6]=1.[Cl:24][C:25]1[CH:33]=[C:32]([Cl:34])[CH:31]=[CH:30][C:26]=1[C:27](Cl)=[O:28].C(N(CC)C(C)C)(C)C>ClCCl.O.[Cl-].[Na+].O>[CH3:1][O:2][C:3](=[O:23])[CH2:4][C:5]1[C:14]([CH3:15])=[C:13]([CH:16]2[CH2:17][CH2:18][N:19]([C:27](=[O:28])[C:26]3[CH:30]=[CH:31][C:32]([Cl:34])=[CH:33][C:25]=3[Cl:24])[CH2:20][CH2:21]2)[C:12]2[C:7](=[CH:8][CH:9]=[C:10]([F:22])[CH:11]=2)[CH:6]=1 |f:5.6.7|. Procedure details: To a light brown solution of (6-fluoro-3-methyl-4-piperidin-4-yl-naphthalen-2-yl)-acetic acid methyl ester (which may be prepared as described above; 110 mg, 0.35 mmol) and 2,4-dichlorobenzoyl chloride (110 mg, 0.53 mmol) in dichloromethane (10 mL) was added N,N-diisopropylethylamine (183 μL, 1.05 mmol) at room temperature under a nitrogen atmosphere. The resulting light brown solution was stirred for 15 hours. The reaction mixture was diluted with water and brine and the resulting mixture was e... Reactants: ClC=1C(N(N=CC1Cl)COC)=O (4,5-dichloro-2-methoxymethyl-2H-pyridazin-3one), C[O-].[Na+] (sodium methoxide). The solvent is CO (methanol). Reaction conditions: time 2 hour. Yields the product ClC=1C(N(N=CC1OC)COC)=O (4-chloro-5-methoxy-2-methoxymethyl-2H-pyridazin-3-one). Isolated yield 98.2%. RXN SMILES: [Cl:1][C:2]1[C:3](=[O:12])[N:4]([CH2:9][O:10][CH3:11])[N:5]=[CH:6][C:7]=1Cl.[CH3:13][O-:14].[Na+]>CO>[Cl:1][C:2]1[C:3](=[O:12])[N:4]([CH2:9][O:10][CH3:11])[N:5]=[CH:6][C:7]=1[O:14][CH3:13] |f:1.2|. Reported procedure: To a stirred solution of 4,5-dichloro-2-methoxymethyl-2H-pyridazin-3one (500 mg, 2.39 mmol) in methanol (12 mL) at room temperature was added sodium methoxide (258 mg, 4.78 mmol). After stirred for 2 h, the reaction was concentrated. To this residue was added water (20 mL), then extracted with CH2Cl2 (2×50 mL). The combined organic layer was dried (Na2SO4) and concentrated to give 480 mg (98%) 4-chloro-5-methoxy-2-methoxymethyl-2H-pyridazin-3-one.